This data is from the Open Reaction Database (ORD), a public repository of structured organic reaction records. The task is: describe an organic reaction: reactants, conditions, products, and yield Reactants: Cl (HCl), C(CCC)NC1=NN(C2=CC(=C(C=C12)C1=CC=CC=C1)Cl)COCC[Si](C)(C)C (butyl[6-chloro-5-phenyl-1-(2-(trimethylsilanyl)ethoxymethyl)-1H-indazol-3-yl]amine). The solvent is CO (methanol). Run at time 48 hour. Product: C(CCC)NC1=NNC2=CC(=C(C=C12)C1=CC=CC=C1)Cl (N-butyl-6-chloro-5-phenyl-1H-indazol-3-amine). Isolated yield 109.3%. As a reaction SMILES: Cl.[CH2:2]([NH:6][C:7]1[C:15]2[C:10](=[CH:11][C:12]([Cl:22])=[C:13]([C:16]3[CH:21]=[CH:20][CH:19]=[CH:18][CH:17]=3)[CH:14]=2)[N:9](COCC[Si](C)(C)C)[N:8]=1)[CH2:3][CH2:4][CH3:5]>CO>[CH2:2]([NH:6][C:7]1[C:15]2[C:10](=[CH:11][C:12]([Cl:22])=[C:13]([C:16]3[CH:17]=[CH:18][CH:19]=[CH:20][CH:21]=3)[CH:14]=2)[NH:9][N:8]=1)[CH2:3][CH2:4][CH3:5]. Procedure: 0.7 ml of 2N HCl is added to a solution of 21 mg of butyl[6-chloro-5-phenyl-1-(2-(trimethylsilanyl)ethoxymethyl)-1H-indazol-3-yl]amine in 0.3 cm3 of methanol. The reaction medium is stirred at ambient temperature for 48 hours and at reflux for 1 hour, then evaporated. The solid obtained is dried under vacuum to give 16 mg of N-butyl-6-chloro-5-phenyl-1H-indazol-3-amine (yellow solid). Starting materials: CC(=O)Oc1cccc(I)c1OC(C)=O, CC(=O)[O-], CC(=O)[O-], ClCCl, NC(=O)C(F)(F)F, [Rh+2], COC(=O)CS(=O)CC(=O)OC. Yields the product COC(=O)CS(=O)(CC(=O)OC)=NC(=O)C(F)(F)F. Reaction SMILES: [C:20]([O:21][c:22]1[c:23]([O:24][C:25](=[O:26])[CH3:27])[c:28]([I:29])[cH:30][cH:31][cH:32]1)(=[O:33])[CH3:34].[C:35]([O-:36])(=[O:37])[CH3:38].[C:40]([O-:41])(=[O:42])[CH3:43].[Cl:44][CH2:45][Cl:46].[F:1][C:2]([C:3](=[O:4])[NH2:5])([F:6])[F:7].[Rh+2:39].[S:8](=[O:9])([CH2:10][C:11](=[O:12])[O:13][CH3:14])[CH2:15][C:16](=[O:17])[O:18][CH3:19]>>[F:1][C:2]([C:3](=[O:4])[N:5]=[S:8](=[O:9])([CH2:10][C:11](=[O:12])[O:13][CH3:14])[CH2:15][C:16](=[O:17])[O:18][CH3:19])([F:6])[F:7].